From a dataset of the Open Reaction Database (ORD), a public repository of structured organic reaction records. describe an organic reaction: reactants, conditions, products, and yield The reactants are CC(C)(C)OC(=O)N1CCNC(C(=O)O)C1, CSC1=NC(=O)C(=Cc2ccc3c(cnn3Cc3ccc(C(F)(F)F)cc3C(F)(F)F)c2)S1. Yields the product CC(C)(C)OC(=O)N1CCN(C2=NC(=O)C(=Cc3ccc4c(cnn4Cc4ccc(C(F)(F)F)cc4C(F)(F)F)c3)S2)C(C(=O)O)C1. As a reaction SMILES: [C:34]([CH3:35])([CH3:36])([CH3:37])[O:38][C:39](=[O:40])[N:41]1[CH2:42][CH:43]([C:47](=[O:48])[OH:49])[NH:44][CH2:45][CH2:46]1.[F:1][C:2]([c:3]1[c:4]([CH2:5][n:6]2[n:7][cH:8][c:9]3[cH:10][c:11]([CH:15]=[C:16]4[C:17](=[O:23])[N:18]=[C:19]([S:21][CH3:22])[S:20]4)[cH:12][cH:13][c:14]23)[cH:24][cH:25][c:26]([C:28]([F:29])([F:30])[F:31])[cH:27]1)([F:32])[F:33]>>[F:1][C:2]([c:3]1[c:4]([CH2:5][n:6]2[n:7][cH:8][c:9]3[cH:10][c:11]([CH:15]=[C:16]4[C:17](=[O:23])[N:18]=[C:19]([N:44]5[CH:43]([C:47](=[O:48])[OH:49])[CH2:42][N:41]([C:39]([O:38][C:34]([CH3:35])([CH3:36])[CH3:37])=[O:40])[CH2:46][CH2:45]5)[S:20]4)[cH:12][cH:13][c:14]23)[cH:24][cH:25][c:26]([C:28]([F:29])([F:30])[F:31])[cH:27]1)([F:32])[F:33]. Reactants: NC1CCN(c2cc3c(cc2F)c(=O)n(O)c(=O)n3-c2ccc(F)c(Cl)c2)C1, O=C([O-])C(F)(F)F. The product is CN1CCN(c2cc3c(cc2F)c(=O)n(O)c(=O)n3-c2ccc(F)c(Cl)c2)CC1. Reaction SMILES: [Cl:1][c:2]1[cH:3][c:4](-[n:9]2[c:10](=[O:28])[n:11]([OH:27])[c:12](=[O:26])[c:13]3[cH:14][c:15]([F:25])[c:16]([N:19]4[CH2:20][CH:21]([NH2:24])[CH2:22][CH2:23]4)[cH:17][c:18]23)[cH:5][cH:6][c:7]1[F:8].[O-:29][C:30]([C:31]([F:32])([F:33])[F:34])=[O:35]>>[Cl:1][c:2]1[cH:3][c:4](-[n:9]2[c:10](=[O:28])[n:11]([OH:27])[c:12](=[O:26])[c:13]3[cH:14][c:15]([F:25])[c:16]([N:19]4[CH2:20][CH2:21][N:24]([CH3:30])[CH2:22][CH2:23]4)[cH:17][c:18]23)[cH:5][cH:6][c:7]1[F:8]. The reactants are C1CCOC1, Clc1ncc(Br)cn1, [H-], [Na+], O, CCCS(=O)(=O)Nc1ncnc(OCCO)c1-c1ccc(C)cc1, O=C(O)CC(O)(CC(=O)O)C(=O)O. Product: CCCS(=O)(=O)Nc1ncnc(OCCOc2ncc(Br)cn2)c1-c1ccc(C)cc1. Reaction SMILES: [CH2:48]1[O:49][CH2:50][CH2:51][CH2:52]1.[Cl:27][c:28]1[n:29][cH:30][c:31]([Br:34])[cH:32][n:33]1.[H-:25].[Na+:26].[OH2:53].[OH:1][CH2:2][CH2:3][O:4][c:5]1[c:6](-[c:18]2[cH:19][cH:20][c:21]([CH3:24])[cH:22][cH:23]2)[c:7]([NH:11][S:12](=[O:13])(=[O:14])[CH2:15][CH2:16][CH3:17])[n:8][cH:9][n:10]1.[OH:35][C:36]([CH2:37][C:38]([C:39](=[O:40])[OH:41])([CH2:42][C:43](=[O:44])[OH:45])[OH:46])=[O:47]>>[O:1]([CH2:2][CH2:3][O:4][c:5]1[c:6](-[c:18]2[cH:19][cH:20][c:21]([CH3:24])[cH:22][cH:23]2)[c:7]([NH:11][S:12](=[O:13])(=[O:14])[CH2:15][CH2:16][CH3:17])[n:8][cH:9][n:10]1)[c:28]1[n:29][cH:30][c:31]([Br:34])[cH:32][n:33]1. RXN SMILES: [Br:1][c:2]1[cH:3][c:4]([CH:19]=[O:20])[c:5]([N:6]([CH2:7][CH2:8][CH3:9])[CH2:10][CH2:11][CH2:12][CH2:13][C:14](=[O:15])[OH:16])[cH:17][cH:18]1.[C:21](=[O:22])([O-:23])[O-:24].[I:27][CH3:28].[K+:25].[K+:26].[O:30]=[CH:31][N:32]([CH3:33])[CH3:34].[OH2:29]>>[Br:1][c:2]1[cH:3][c:4]([CH:19]=[O:20])[c:5]([N:6]([CH2:7][CH2:8][CH3:9])[CH2:10][CH2:11][CH2:12][CH2:13][C:14](=[O:15])[O:16][CH3:21])[cH:17][cH:18]1. Yields the product CCCN(CCCCC(=O)OC)c1ccc(Br)cc1C=O. The reactants are CCCN(CCCCC(=O)O)c1ccc(Br)cc1C=O, O=C([O-])[O-], CI, [K+], [K+], CN(C)C=O, O. The reactants are CC(C)([O-])C.[K+] (Potassium tert-butoxide), NN1C=CC2=CC=CC=C12 (N-aminoindole), ClC=1C=NC=C(C1)Cl (3,5-dichloropyridine). Run in CN1C(CCC1)=O (1-methyl-2-pyrrolidinone). Yields the product ClC=1C=C(C=NC1)C=1N(C2=CC=CC=C2C1)N ((5-Chloro-pyridin-3-yl)-1H-indol-1-amine). Yield: 100.3%. As a reaction SMILES: CC(C)([O-])C.[K+].[NH2:7][N:8]1[C:16]2[C:11](=[CH:12][CH:13]=[CH:14][CH:15]=2)[CH:10]=[CH:9]1.[Cl:17][C:18]1[CH:19]=[N:20][CH:21]=[C:22](Cl)[CH:23]=1>CN1CCCC1=O>[Cl:17][C:18]1[CH:23]=[C:22]([C:9]2[N:8]([NH2:7])[C:16]3[C:11]([CH:10]=2)=[CH:12][CH:13]=[CH:14][CH:15]=3)[CH:21]=[N:20][CH:19]=1 |f:0.1|. Procedure details: Potassium tert-butoxide (12.7) was added to a 0° C. solution of N-aminoindole (6.0 g) in 1-methyl-2-pyrrolidinone (150 ml). After stirring for thirty minutes, 3,5-dichloropyridine (7.5 g) was added and the resulting mixture was stirred at room temperature for five hours. The reaction mixture was quenched with water, diluted with ethyl acetate (500 ml) and washed with brine (3×500 ml). The organic layer was dried over anhydrous sodium sulfate and concentrated in vacuo to give an oil. Purification... Reactants: [H-].[Na+] (sodium hydride), ClC1=CC=C(C=C1)C=1C(=NC=C(C(=O)N[C@H]2[C@@H](CCCC2)O)C1)OCCOC (5-(4-Chloro-phenyl)-N-((1R,2R)-2-hydroxy-cyclohexyl)-6-(2-methoxy-ethoxy)-nicotinamide), CI (Methyl iodide). Solvent: C1CCOC1 (THF). Reaction conditions: time 1 hour. Yields the product ClC1=CC=C(C=C1)C=1C(=NC=C(C(=O)N[C@H]2[C@@H](CCCC2)OC)C1)OCCOC (5-(4-chloro-phenyl)-N-((1R,2R)-2-methoxy-cyclohexyl)-6-(2-methoxy-ethoxy)-nicotinamide). Yield: 52.2%. As a reaction SMILES: [Cl:1][C:2]1[CH:7]=[CH:6][C:5]([C:8]2[C:9]([O:24][CH2:25][CH2:26][O:27][CH3:28])=[N:10][CH:11]=[C:12]([CH:23]=2)[C:13]([NH:15][C@@H:16]2[CH2:21][CH2:20][CH2:19][CH2:18][C@H:17]2[OH:22])=[O:14])=[CH:4][CH:3]=1.[H-].[Na+].[CH3:31]I>C1COCC1>[Cl:1][C:2]1[CH:3]=[CH:4][C:5]([C:8]2[C:9]([O:24][CH2:25][CH2:26][O:27][CH3:28])=[N:10][CH:11]=[C:12]([CH:23]=2)[C:13]([NH:15][C@@H:16]2[CH2:21][CH2:20][CH2:19][CH2:18][C@H:17]2[O:22][CH3:31])=[O:14])=[CH:6][CH:7]=1 |f:1.2|. Procedure details: To a suspension of 5-(4-chloro-phenyl)-N-((1R,2R)-2-hydroxy-cyclohexyl)-6-(2-methoxy-ethoxy)-nicotinamide (example 16, 50 mg) in THF (0.5 ml) was added sodium hydride dispersion (60% in mineral oil, 5.4 mg) at 0° C. The mixture was stirred at room temperature for 1 h. Methyl iodide (18.4 mg) was added and the mixture was stirred overnight at room temperature. The reaction mixture was concentrated in vacuo. The product was purified by flash chromatography (SiO2, CH2Cl2=>CH2Cl2MeOH 9:1) to give 5-... Product: C=Cc1ccc(OCc2cc(C)nc3ccccc23)cc1. The reactants are O=C([O-])[O-], CS(C)=O, C=Cc1ccc(O)cc1, Cc1cc(CCl)c2ccccc2n1, [Cs+], [Cs+], [I-], [Na+]. As a reaction SMILES: [C:23](=[O:24])([O-:25])[O-:26].[CH3:31][S:32]([CH3:33])=[O:34].[CH:1](=[CH2:2])[c:3]1[cH:4][cH:5][c:6]([OH:9])[cH:7][cH:8]1.[Cl:10][CH2:11][c:12]1[cH:13][c:14]([CH3:22])[n:15][c:16]2[cH:17][cH:18][cH:19][cH:20][c:21]12.[Cs+:27].[Cs+:28].[I-:29].[Na+:30]>>[CH:1](=[CH2:2])[c:3]1[cH:4][cH:5][c:6]([O:9][CH2:11][c:12]2[cH:13][c:14]([CH3:22])[n:15][c:16]3[cH:17][cH:18][cH:19][cH:20][c:21]23)[cH:7][cH:8]1.